Dataset: the Open Reaction Database (ORD), a public repository of structured organic reaction records. Task: describe an organic reaction: reactants, conditions, products, and yield Starting materials: O=C(O)c1ccc(Br)cc1Cl, NCC12CC3CC(CC(C3)C1)C2, CN(C)C=O, CCN(C(C)C)C(C)C, O=C(Cl)C(=O)Cl, ClCCl. Yields the product O=C(NCC12CC3CC(CC(C3)C1)C2)c1ccc(Br)cc1Cl. RXN SMILES: [Br:1][c:2]1[cH:3][c:4]([Cl:11])[c:5]([C:6](=[O:7])[OH:8])[cH:9][cH:10]1.[C:18]12([CH2:28][NH2:29])[CH2:19][CH:20]3[CH2:21][CH:22]([CH2:23][CH:24]([CH2:25]1)[CH2:26]3)[CH2:27]2.[CH3:42][N:43]([CH3:44])[CH:45]=[O:46].[CH:30]([N:31]([CH2:32][CH3:33])[CH:34]([CH3:35])[CH3:36])([CH3:37])[CH3:38].[Cl:12][C:13]([C:14]([Cl:15])=[O:16])=[O:17].[Cl:39][CH2:40][Cl:41]>>[Br:1][c:2]1[cH:3][c:4]([Cl:11])[c:5]([C:6](=[O:8])[NH:29][CH2:28][C:18]23[CH2:19][CH:20]4[CH2:21][CH:22]([CH2:23][CH:24]([CH2:25]2)[CH2:26]4)[CH2:27]3)[cH:9][cH:10]1. Starting materials: C(CCCCCCCCCCCCCCCCC)(=O)OCCCC (butyl stearate), C(CCCCCCCCCCCCCCCCC)(=O)[O-].[K+] (potassium stearate), CS(=O)(=O)OCCCC (butyl methanesulfonate). The product is CS(=O)(=O)[O-].[K+] (potassium methanesulfonate), C(CCCCCCCCCCCCCCCCC)(=O)OCCCC (butyl stearate). As a reaction SMILES: [C:1]([O:20][CH2:21][CH2:22][CH2:23][CH3:24])(=[O:19])[CH2:2][CH2:3][CH2:4][CH2:5][CH2:6][CH2:7][CH2:8][CH2:9][CH2:10][CH2:11][CH2:12][CH2:13][CH2:14][CH2:15][CH2:16][CH2:17][CH3:18].C([O-])(=O)CCCCCCCCCCCCCCCCC.[K+:45].[CH3:46][S:47]([O:50]CCCC)(=[O:49])=[O:48]>>[CH3:46][S:47]([O-:50])(=[O:49])=[O:48].[K+:45].[C:1]([O:20][CH2:21][CH2:22][CH2:23][CH3:24])(=[O:19])[CH2:2][CH2:3][CH2:4][CH2:5][CH2:6][CH2:7][CH2:8][CH2:9][CH2:10][CH2:11][CH2:12][CH2:13][CH2:14][CH2:15][CH2:16][CH2:17][CH3:18] |f:1.2,4.5|. Reported procedure: An esterification reaction mixture (94 g), consisting of butanol (ca., 4.9% w/w), butyl stearate (95.1% w/w), residual stearic acid (trace), residual methanesulfonic acid catalyst (1383 ppm) and undesired butyl methanesulfonate (613 ppm) was treated with 45% aqueous KOH (229 mg, 1.84 mmol as compared to 1.74 mmol MSA originally charged to the reaction). The resulting mixture was heating at 50° C. for 40 minutes. Without wishing to be bound by any particular theory or explanation, it is believed ... The reactants are C1CCOC1, CNC, O, O=S(=O)(Cl)c1ccccc1. Product: CN(C)S(=O)(=O)c1ccccc1. As a reaction SMILES: [CH2:15]1[O:16][CH2:17][CH2:18][CH2:19]1.[CH3:11][NH:12][CH3:13].[OH2:14].[c:1]1([S:7](=[O:8])(=[O:9])[Cl:10])[cH:2][cH:3][cH:4][cH:5][cH:6]1>>[c:1]1([S:7](=[O:8])(=[O:9])[N:12]([CH3:11])[CH3:13])[cH:2][cH:3][cH:4][cH:5][cH:6]1. Reactants: C1(CC(=O)OC(OC(C)C)O1)=O (dimethylmethoxymethylene malonate), C[O-].[Na+] (sodium methoxide), C(C)(C)(C)OC(=O)[C@@H]1CCC(=N1)N ((S)-2-amino-3,4-dihydro-5H-pyrrole-5-carboxylic acid t-butyl ester), Cl (HCl). Solvent: CO (MeOH), CO (MeOH). Conditions: temperature 0 celsius, time 1 hour. Product: COC(=O)C1=CN=C2N(C1=O)[C@@H](CC2)C(=O)OC(C)(C)C ((S)-4-oxo-4,6,7,8-tetrahydropyrrolo[1,2-α]pyrimidine-3,6-dicarboxylic acid 6-t-butyl ester 3-methyl ester). Isolated yield 40.0%. RXN SMILES: [CH3:1][O-].[Na+].[C:4]([O:8][C:9]([C@H:11]1[N:15]=[C:14]([NH2:16])[CH2:13][CH2:12]1)=[O:10])([CH3:7])([CH3:6])[CH3:5].Cl.[C:18]1(=[O:29])O[CH:23](OC(C)C)[O:22][C:20](=[O:21])[CH2:19]1>CO>[CH3:23][O:22][C:20]([C:19]1[C:18](=[O:29])[N:15]2[C@H:11]([C:9]([O:8][C:4]([CH3:7])([CH3:5])[CH3:6])=[O:10])[CH2:12][CH2:13][C:14]2=[N:16][CH:1]=1)=[O:21] |f:0.1|. Reported procedure: A solution of freshly prepared sodium methoxide (Na, 50% by weight in paraffin, 0.084 g, 1.84 mmol, 2.25 mL anh MeOH) was added slowly to a solution of (S)-2-amino-3,4-dihydro-5H-pyrrole-5-carboxylic acid t-butyl ester.HCl (0.41 g, 1.84 mmol) in 2.25 mL anh MeOH cooled to -10° C. After 1 h, the resulting white precipitate (NaCl) was filtered, and the solution of this free base was slowly added to a solution of dimethylmethoxymethylene malonate (0.32 g, 1.84 mmol) in 2.25 mL anh MeOH at -10° C. T... Reactants: C(=C)C1=CC=C(C=C1)B(O)O (4-vinyl-phenyl boronic acid), C(C)(C)(C)P (t-butylphosphine), ClC=1C=C(C=CC1)C1=CC=NC=C1 (4-(3-chloro-phenyl)pyridine), F[K] (fluoro-potassium). The reagents and catalysts are C(C1=CC=CC=C1)=CC(=O)C=CC1=CC=CC=C1.C(C1=CC=CC=C1)=CC(=O)C=CC1=CC=CC=C1.C(C1=CC=CC=C1)=CC(=O)C=CC1=CC=CC=C1.[Pd] (palladium tris(dibenzylidene acetone)). Run in O1CCOCC1 (1,4-dioxane). Conditions: temperature 80 celsius. The product is C(=C)C1=CC=C(C=C1)C1=CC(=CC=C1)C1=CC=NC=C1 (4-(4′-vinyl-biphenyl-3-yl)pyridine). Isolated yield 48.0%. RXN SMILES: [CH:1]([C:3]1[CH:8]=[CH:7][C:6](B(O)O)=[CH:5][CH:4]=1)=[CH2:2].Cl[C:13]1[CH:14]=[C:15]([C:19]2[CH:24]=[CH:23][N:22]=[CH:21][CH:20]=2)[CH:16]=[CH:17][CH:18]=1.F[K].C(P)(C)(C)C>C(=CC(C=CC1C=CC=CC=1)=O)C1C=CC=CC=1.C(=CC(C=CC1C=CC=CC=1)=O)C1C=CC=CC=1.C(=CC(C=CC1C=CC=CC=1)=O)C1C=CC=CC=1.[Pd].O1CCOCC1>[CH:1]([C:3]1[CH:8]=[CH:7][C:6]([C:17]2[CH:18]=[CH:13][CH:14]=[C:15]([C:19]3[CH:20]=[CH:21][N:22]=[CH:23][CH:24]=3)[CH:16]=2)=[CH:5][CH:4]=1)=[CH2:2] |f:4.5.6.7|. Procedure details: This Example was carried out in the same manner as Example 10, except that 23.42 g (0.158 mol) of 4-vinyl-phenyl boronic acid, 20.0 g (0.1055 mol) of 4-(3-chloro-phenyl)pyridine, 500□ of 1,4-dioxane, 27.54 g (0.474 mol, 3.3 equivalent) of fluoro-potassium, 1.69 g (0.0084 mol, 5.3 mol %) of t-butylphosphine [P( t-Bu)3)], and 2.6 g (0.0028 mol, 1.8 mol %) of palladium tris(dibenzylidene acetone) [Pd2(dba)3] were used. Finally, after the resulting solution was heated to reflux at 80° C. for 24 hour... Reaction conditions: time 4 hour. Yield: 86.5%. RXN SMILES: [C:1](OC(=O)C)(=[O:3])[CH3:2].[C:8]([C:14]#[N:15])(=[O:13])[C:9]([CH3:12])([CH3:11])[CH3:10].S(=O)(=O)(O)[OH:17]>>[C:1]([NH:15][C:14](=[O:17])[C:8]([C:9]([CH3:12])([CH3:11])[CH3:10])=[O:13])(=[O:3])[CH3:2]. The reactants are ice water, C(C)(=O)OC(C)=O (acetic anhydride), C(C(C)(C)C)(=O)C#N (pivaloyl cyanide), S(O)(O)(=O)=O (sulphuric acid). The product is C(C)(=O)NC(C(=O)C(C)(C)C)=O (trimethylpyruvic acid N-acetylamide). Procedure: Firstly 25.6 g (0.25 mol) of acetic anhydride and then 27.8 g (0.25 mol) of pivaloyl cyanide were introduced, in each case at room temperature, into 49.0 g (0.5 mol) of initially introduced concentrated sulphuric acid. After the reaction mixture had been further stirred for 4 hours, 150 g of ice-water were added to it and it was thoroughly stirred. The precipitated reaction product was filtered off under suction, washed with 100 ml of water and dried. 37.0 g (86.5% of theory) of trimethylpyruvic... Reactants: [Br-], O=N[O-], [Na+], [Na+], O=S(=O)(O)O, NC(COCc1ccccc1)C(=O)O. Yields the product O=C(O)C(Br)COCc1ccccc1. As a reaction SMILES: [Br-:16].[N:17]([O-:18])=[O:19].[Na+:15].[Na+:20].[S:21](=[O:22])(=[O:23])([OH:24])[OH:25].[c:1]1([CH2:7][O:8][CH2:9][CH:10]([NH2:11])[C:12](=[O:13])[OH:14])[cH:2][cH:3][cH:4][cH:5][cH:6]1>>[c:1]1([CH2:7][O:8][CH2:9][CH:10]([C:12](=[O:13])[OH:14])[Br:16])[cH:2][cH:3][cH:4][cH:5][cH:6]1. The reactants are CCn1ncc2c(Cl)c3cccc(Br)c3nc21, CS(C)=O, NCC1CCCCC1, O. The product is CCn1ncc2c(NCC3CCCCC3)c3cccc(Br)c3nc21. RXN SMILES: [CH2:1]([CH3:2])[n:3]1[n:4][cH:5][c:6]2[c:7]1[n:8][c:9]1[c:10]([Br:17])[cH:11][cH:12][cH:13][c:14]1[c:15]2[Cl:16].[CH3:18][S:19]([CH3:20])=[O:21].[CH:22]1([CH2:28][NH2:29])[CH2:23][CH2:24][CH2:25][CH2:26][CH2:27]1.[OH2:30]>>[CH2:1]([CH3:2])[n:3]1[n:4][cH:5][c:6]2[c:7]1[n:8][c:9]1[c:10]([Br:17])[cH:11][cH:12][cH:13][c:14]1[c:15]2[NH:29][CH2:28][CH:22]1[CH2:23][CH2:24][CH2:25][CH2:26][CH2:27]1. Reaction SMILES: [C:54](=[O:55])([O-:56])[O-:57].[CH3:21][O:22][C:23]([CH2:24][CH2:25][c:26]1[c:27]([O:43][CH2:44][CH2:45][CH2:46][CH2:47][CH2:48][C:49](=[O:50])[O:51][CH3:52])[cH:28][cH:29][cH:30][c:31]1[CH2:32][CH2:33][CH2:34][CH2:35][CH2:36][CH2:37][O:38][S:39]([CH3:40])(=[O:41])=[O:42])=[O:53].[CH3:62][C:63]#[N:64].[I-:61].[K+:58].[K+:59].[Na+:60].[OH:1][c:2]1[c:3]([C:18]([CH3:19])=[O:20])[cH:4][cH:5][c:6]([OH:17])[c:7]1[CH2:8][CH2:9][CH2:10][c:11]1[cH:12][cH:13][cH:14][cH:15][cH:16]1>>[OH:1][c:2]1[c:3]([C:18]([CH3:19])=[O:20])[cH:4][cH:5][c:6]([O:17][CH2:37][CH2:36][CH2:35][CH2:34][CH2:33][CH2:32][c:31]2[c:26]([CH2:25][CH2:24][C:23]([O:22][CH3:21])=[O:53])[c:27]([O:43][CH2:44][CH2:45][CH2:46][CH2:47][CH2:48][C:49](=[O:50])[O:51][CH3:52])[cH:28][cH:29][cH:30]2)[c:7]1[CH2:8][CH2:9][CH2:10][c:11]1[cH:12][cH:13][cH:14][cH:15][cH:16]1. The reactants are O=C([O-])[O-], COC(=O)CCCCCOc1cccc(CCCCCCOS(C)(=O)=O)c1CCC(=O)OC, CC#N, [I-], [K+], [K+], [Na+], CC(=O)c1ccc(O)c(CCCc2ccccc2)c1O. Product: COC(=O)CCCCCOc1cccc(CCCCCCOc2ccc(C(C)=O)c(O)c2CCCc2ccccc2)c1CCC(=O)OC. Reactants: C(C)C1=C(N)C=CC=C1 (2-ethylaniline), C(C)(=O)OC(C)=O (acetic anhydride). Solvent: O (H2O). Reaction conditions: time 2 hour. The product is C(C)(=O)NC1=C(C=CC=C1)CC (N-Acetyl-2-ethylaniline). Isolated yield 91.9%. As a reaction SMILES: [CH2:1]([C:3]1[CH:9]=[CH:8][CH:7]=[CH:6][C:4]=1[NH2:5])[CH3:2].[C:10](OC(=O)C)(=[O:12])[CH3:11]>O>[C:10]([NH:5][C:4]1[CH:6]=[CH:7][CH:8]=[CH:9][C:3]=1[CH2:1][CH3:2])(=[O:12])[CH3:11]. Procedure details: Commercial 2-ethylaniline (50 mL, 0.40 mol) was dissolved in acetic anhydride (160 mL, 1.70 mol) and stirred at room temperature for 2 h. Then the reaction mixture was poured into H2O, the whole was extracted with ethyl acetate (2×200 mL). The combined organic extracts were washed with 5% aqueous NaHCO3, brine, dried (K2CO3), filtered and concentrated to provide the title compound as a white solid (60.0 g, 92%).